From a dataset of the Open Reaction Database (ORD), a public repository of structured organic reaction records. describe an organic reaction: reactants, conditions, products, and yield Starting materials: Brc1ccc(C2(NCc3ccccc3)CC2)cc1, CC(C)=O, CCOCC, CI, [K+], [K+], O=C([O-])[O-]. The product is CN(Cc1ccccc1)C1(c2ccc(Br)cc2)CC1. RXN SMILES: [CH2:1]([c:2]1[cH:3][cH:4][cH:5][cH:6][cH:7]1)[NH:8][C:9]1([c:12]2[cH:13][cH:14][c:15]([Br:18])[cH:16][cH:17]2)[CH2:10][CH2:11]1.[CH3:27][C:28](=[O:29])[CH3:30].[CH3:31][CH2:32][O:33][CH2:34][CH3:35].[I:25][CH3:26].[K+:19].[K+:20].[O-:21][C:22]([O-:23])=[O:24]>>[CH2:1]([c:2]1[cH:3][cH:4][cH:5][cH:6][cH:7]1)[N:8]([C:9]1([c:12]2[cH:13][cH:14][c:15]([Br:18])[cH:16][cH:17]2)[CH2:10][CH2:11]1)[CH3:22]. Reactants: ClC1=C(C#N)C=CC(=C1)C1=NNC=C1 (2-Chloro-4-(1H-pyrazol-3-yl)benzonitrile), C(=O)(OC(C)(C)C)N[C@@H](CO)CC (N-Boc-(R)-(+)-2-amino-1-butanol), C1(=CC=CC=C1)P(C1=CC=CC=C1)C1=CC=CC=C1 (triphenylphosphine), CC(C)OC(=O)/N=N/C(=O)OC(C)C (DIAD). Procedure: 2-Chloro-4-(1H-pyrazol-3-yl)benzonitrile (3.00 g, 13.3 mmol) was reacted with N-Boc-(R)-(+)-2-amino-1-butanol (2.76 g, 14.6 mmol) in the presence of triphenylphosphine and DIAD using the method of Example 99. After Boc-deprotection 1.48 g (41%) of the title compound was obtained. 1H-NMR (400 MHz; d6-DMSO): δ. 0.87-0.94 (m, 3H), 1.11-1.40 (m, 2H), 2.97-3.06 (m, 1H), 4.01 (dd, 1H), 4.13 (dd, 1H), 4.68-4.84 (m, 1H), 6.96 (d, 1H), 7.86 (d, 1H), 7.94 (dd, 1H), 7.97 (dd, 1H), 8.09-8.11 (m, 1H). MS [M+... The product is N[C@@H](CN1N=C(C=C1)C1=CC(=C(C#N)C=C1)Cl)CC ((R)-4-(1-(2-aminobutyl)-1H-pyrazol-3-yl)-2-chlorobenzonitrile). RXN SMILES: [Cl:1][C:2]1[CH:9]=[C:8]([C:10]2[CH:14]=[CH:13][NH:12][N:11]=2)[CH:7]=[CH:6][C:3]=1[C:4]#[N:5].C([NH:22][C@H:23]([CH2:26][CH3:27])[CH2:24]O)(OC(C)(C)C)=O.C1(P(C2C=CC=CC=2)C2C=CC=CC=2)C=CC=CC=1.CC(OC(/N=N/C(OC(C)C)=O)=O)C>>[NH2:22][C@H:23]([CH2:26][CH3:27])[CH2:24][N:12]1[CH:13]=[CH:14][C:10]([C:8]2[CH:7]=[CH:6][C:3]([C:4]#[N:5])=[C:2]([Cl:1])[CH:9]=2)=[N:11]1. Reactants: C(C)(=O)OCC (ethyl acetate), C(C)(C)(C)OC(=O)N1[C@@H]2CN([C@H](C1)C2)C2=NC=C(C=N2)Br ((S,S)-5-(5-Bromo-pyrimidin-2-yl)-2,5-diaza-bicyclo[2.2.1]heptane-2-carboxylic acid tert-butyl ester), C(CCC)[Sn](C=C)(CCCC)CCCC (tributyl vinyl tin), Cl2Pd(dppf)CH2Cl2, O (H2O). Solvent: CN(C)C=O (DMF). Reaction conditions: temperature 90 celsius. Product: C(C)(C)(C)OC(=O)N1[C@@H]2CN([C@H](C1)C2)C2=NC=C(C=N2)C=C ((S,S)-5-(5-Vinyl-pyrimidin-2-yl)-2,5-diaza-bicyclo[2.2.1]heptane-2-carboxylic acid tert-butyl ester). The yield is 35.7%. As a reaction SMILES: [C:1]([O:5][C:6]([N:8]1[CH2:13][C@@H:12]2[CH2:14][C@H:9]1[CH2:10][N:11]2[C:15]1[N:20]=[CH:19][C:18](Br)=[CH:17][N:16]=1)=[O:7])([CH3:4])([CH3:3])[CH3:2].[CH2:22]([Sn](CCCC)(CCCC)C=C)[CH2:23]CC.C(OCC)(=O)C.O>CN(C=O)C>[C:1]([O:5][C:6]([N:8]1[CH2:13][C@@H:12]2[CH2:14][C@H:9]1[CH2:10][N:11]2[C:15]1[N:20]=[CH:19][C:18]([CH:22]=[CH2:23])=[CH:17][N:16]=1)=[O:7])([CH3:4])([CH3:3])[CH3:2]. Procedure: (S,S)-5-(5-Bromo-pyrimidin-2-yl)-2,5-diaza-bicyclo[2.2.1]heptane-2-carboxylic acid tert-butyl ester (177 mg, 0.5 mmol), tributyl vinyl tin (634 mg, 2 mmol) and Cl2Pd(dppf)CH2Cl2 (60 mg) was mixed in DMF (3 mL). The mixture was heated at 90° C. over 3 days. The cooled down reaction was participate between ethyl acetate (50 mL) and H2O (10 mL). The organic layer was washed with H2O (10 mL), brine (10 mL), dried (MgSO4) and filtered. The conc. filtrate was purified on silica gel column eluting with... Starting materials: C(C)C1=NC=CC=C1CSC1=NC(=CC(=N1)O)C (2-{[(2-ethylpyridin-3-yl)methyl]sulfanyl}-6-methylpyrimidin-4-ol), Cl.O1CCOCC1 (HCl dioxane). Reaction SMILES: [CH2:1]([C:3]1[C:8]([CH2:9][S:10][C:11]2[N:16]=[C:15]([OH:17])[CH:14]=[C:13]([CH3:18])[N:12]=2)=[CH:7][CH:6]=[CH:5][N:4]=1)[CH3:2].[ClH:19].O1CCOCC1>CO>[ClH:19].[CH2:1]([C:3]1[C:8]([CH2:9][S:10][C:11]2[N:16]=[C:15]([OH:17])[CH:14]=[C:13]([CH3:18])[N:12]=2)=[CH:7][CH:6]=[CH:5][N:4]=1)[CH3:2] |f:1.2,4.5|. Product: Cl.C(C)C1=NC=CC=C1CSC1=NC(=CC(=N1)O)C (2-{[(2-ethylpyridin-3-yl)methyl]sulfanyl}-6-methylpyrimidin-4-ol hydrochloride). Procedure: To a 0° C. mixture of 2-{[(2-ethylpyridin-3-yl)methyl]sulfanyl}-6-methylpyrimidin-4-ol (1.0 g, 3.8 mmol) in MeOH (15 mL) was added 4 M HCl/dioxane (4 mL, 16 mmol). The solution was evaporated and dried in vacuo, affording the title compound (1.1 g, 97% yield); 1H NMR (500 MHz, DMSO-d6): δ 1.35 (t, 3H, J=7.5 Hz), 2.21 (s, 3H), 3.22 (m, 2H), 4.59 (s, 2H), 6.12 (s, 1H), 7.88 (t, 1H, J=7.5 Hz), 8.69 (m, 2H); M+ 262. Solvent: CO (MeOH). The yield is 97.2%. Reactants: CC(Cl)c1cccnc1, CN1CCCCC1C1CCCN1. The reagents and catalysts are O=C([O-])[O-].[Cs+].[Cs+] (cesium carbonate), [I-].[K+] (potassium iodide). The solvent is CN(C)C=O (DMF), CN(C)C=O (dmf), CN(C)C=O (DMF). Run at temperature 70 celsius, time 16 hour. Yields the product CC(c1cccnc1)N1CCCC1C1CCCCN1C.